Dataset: the Open Reaction Database (ORD), a public repository of structured organic reaction records. Task: describe an organic reaction: reactants, conditions, products, and yield Starting materials: C(C)(C)(C)OC(NC=1N(C(C([C@@](N1)(C)C1=C(C=CC(=C1)Br)F)(C)C)=O)C)=O ([(S)-4-(5-bromo-2-fluoro-phenyl)-1,4,5,5-tetramethyl-6-oxo-1,4,5,6-tetrahydro-pyrimidin-2-yl]-carbamic acid tert-butyl ester), C(C)(C)(C)OC(NC=1N(C(C([C@@](N1)(C)C1=C(C=CC(=C1)Br)F)(C)C)=O)C)=O ([(S)-4-(5-bromo-2-fluoro-phenyl)-1,4,5,5-tetramethyl-6-oxo-1,4,5,6-tetrahydro-pyrimidin-2-yl]-carbamic acid tert-butyl ester), CC=1C=CC(=CC1)N (p-tolylamine). Product: NC1=N[C@](C(C(N1C)=O)(C)C)(C)C1=C(C=CC(=C1)NC1=CC=C(C=C1)C)F ((S)-2-Amino-6-(2-fluoro-5-(p-tolylamino)phenyl)-3,5,5,6-tetramethyl-5,6-dihydropyrimidin-4(3H)-one). RXN SMILES: C(OC(=O)[NH:7][C:8]1[N:9]([CH3:26])[C:10](=[O:25])[C:11]([CH3:24])([CH3:23])[C@:12]([C:15]2[CH:20]=[C:19](Br)[CH:18]=[CH:17][C:16]=2[F:22])([CH3:14])[N:13]=1)(C)(C)C.[CH3:28][C:29]1[CH:30]=[CH:31][C:32]([NH2:35])=[CH:33][CH:34]=1>>[NH2:7][C:8]1[N:9]([CH3:26])[C:10](=[O:25])[C:11]([CH3:24])([CH3:23])[C@:12]([C:15]2[CH:20]=[C:19]([NH:35][C:32]3[CH:33]=[CH:34][C:29]([CH3:28])=[CH:30][CH:31]=3)[CH:18]=[CH:17][C:16]=2[F:22])([CH3:14])[N:13]=1. Procedure details: The coupling of [(S)-4-(5-bromo-2-fluoro-phenyl)-1,4,5,5-tetramethyl-6-oxo-1,4,5,6-tetrahydro-pyrimidin-2-yl]-carbamic acid tert-butyl ester (intermediate E8) and p-tolylamine according to procedure A followed by deprotection yielded the title compound as an off white solid. MS (ESI): m/z=369.2 [M+H]+. Reactants: O=C(O)c1cc(C(F)(F)F)ccc1Br, [Li]CCCC, CN(C)C=O, [Na+], C1CCOC1, [OH-]. The product is O=Cc1ccc(C(F)(F)F)cc1C(=O)O. As a reaction SMILES: [Br:6][c:7]1[c:8]([C:9](=[O:10])[OH:11])[cH:12][c:13]([C:16]([F:17])([F:18])[F:19])[cH:14][cH:15]1.[CH2:1]([Li:2])[CH2:3][CH2:4][CH3:5].[CH3:20][N:21]([CH:22]=[O:23])[CH3:24].[Na+:26].[O:27]1[CH2:28][CH2:29][CH2:30][CH2:31]1.[OH-:25]>>[c:7]1([CH:22]=[O:23])[c:8]([C:9](=[O:10])[OH:11])[cH:12][c:13]([C:16]([F:17])([F:18])[F:19])[cH:14][cH:15]1. Starting materials: COC(=O)C(=O)[C@H]([C@@H]([C@H](CO)O)O)O (methyl 2-keto-L-gulonate), C([O-])([O-])=O.[Na+].[Na+] (sodium carbonate). Run in CO (methanol). Run at temperature 40 celsius. The product is O=C1C(O)=C([O-])[C@H](O1)[C@@H](O)CO.[Na+] (sodium ascorbate). Isolated yield 203.8%. As a reaction SMILES: C[O:2][C:3]([C:5]([C@@H:7]([OH:14])[C@H:8](O)[C@@H:9]([OH:12])[CH2:10][OH:11])=[O:6])=[O:4].C(=O)([O-])[O-].[Na+:19].[Na+]>CO>[O:4]=[C:3]1[O:2][C@H:8]([C@H:9]([CH2:10][OH:11])[OH:12])[C:7]([O-:14])=[C:5]1[OH:6].[Na+:19] |f:1.2.3,5.6|. Procedure: 208.4 g of methyl 2-keto-L-gulonate are dissolved in 500 g of methanol and the solution is heated to boiling while stirring. 52 g of sodium carbonate are added in the course of 2 hours. The pH value is then 8. The mixture is stirred for 30 minutes, cooled to 40° C. and the precipitated sodium ascorbate is filtered off and washed with 100 g of methanol. The moist sodium ascorbate is dried in a drying oven at 40° C. under reduced pressure. There are obtained about 198.1 g of crude sodium ascorbate... RXN SMILES: [CH3:33][O-:34].[CH3:36][OH:37].[CH3:38][CH2:39][O:40][C:41](=[O:42])[CH3:43].[Cl:1][c:2]1[n:3][cH:4][cH:5][cH:6][c:7]1[S:8](=[O:9])(=[O:10])[N:11]1[CH2:12][CH2:13][C:14]2([CH2:15][CH2:16][N:17]([c:20]3[cH:21][cH:22][c:23]([O:26][C:27]([F:28])([F:29])[F:30])[cH:24][cH:25]3)[C:18]2=[O:19])[CH2:31][CH2:32]1.[Na+:35]>>[c:2]1([O:34][CH3:33])[n:3][cH:4][cH:5][cH:6][c:7]1[S:8](=[O:9])(=[O:10])[N:11]1[CH2:12][CH2:13][C:14]2([CH2:15][CH2:16][N:17]([c:20]3[cH:21][cH:22][c:23]([O:26][C:27]([F:28])([F:29])[F:30])[cH:24][cH:25]3)[C:18]2=[O:19])[CH2:31][CH2:32]1. Product: COc1ncccc1S(=O)(=O)N1CCC2(CCN(c3ccc(OC(F)(F)F)cc3)C2=O)CC1. Reactants: C[O-], CO, CCOC(C)=O, O=C1N(c2ccc(OC(F)(F)F)cc2)CCC12CCN(S(=O)(=O)c1cccnc1Cl)CC2, [Na+]. The reactants are CC(=O)O, CO, COC(=O)c1cc2nc(Nc3c(Cl)cccc3Cl)[nH]c2c2nc(C)oc12, [Na+], [OH-]. The product is Cc1nc2c(o1)c(C(=O)O)cc1nc(Nc3c(Cl)cccc3Cl)[nH]c12. As a reaction SMILES: [CH3:29][C:30](=[O:31])[OH:32].[CH3:33][OH:34].[Cl:1][c:2]1[c:3]([NH:9][c:10]2[n:11][c:12]3[cH:13][c:14]([C:23](=[O:24])[O:25][CH3:26])[c:15]4[c:16]([n:17][c:18]([CH3:20])[o:19]4)[c:21]3[nH:22]2)[c:4]([Cl:8])[cH:5][cH:6][cH:7]1.[Na+:28].[OH-:27]>>[Cl:1][c:2]1[c:3]([NH:9][c:10]2[n:11][c:12]3[cH:13][c:14]([C:23](=[O:24])[OH:25])[c:15]4[c:16]([n:17][c:18]([CH3:20])[o:19]4)[c:21]3[nH:22]2)[c:4]([Cl:8])[cH:5][cH:6][cH:7]1. Starting materials: NC1(CCCC1)CN1CCC(CC1)CNC(C1=CC(=CC(=C1)C(F)(F)F)C(F)(F)F)=O (N-((1-((1-aminocyclopentyl)methyl)piperidin-4-yl)methyl)-3,5-bis(trifluoromethyl) benzamide), CCN(C(C)C)C(C)C (i-Pr2NEt), C(C)S(=O)(=O)Cl (ethanesulfonyl chloride). Solvent: C(C)(=O)OCC (ethyl acetate), C(Cl)Cl (CH2Cl2). Run at time 18 hour. Product: C(C)S(=O)(=O)NC1(CCCC1)CN1CCC(CC1)CNC(C1=CC(=CC(=C1)C(F)(F)F)C(F)(F)F)=O (N-((1-((1-(ethylsulfonamido)cyclopentyl)methyl) piperidin-4-yl)methyl)-3,5-bis(trifluoromethyl)benzamide). As a reaction SMILES: [NH2:1][C:2]1([CH2:7][N:8]2[CH2:13][CH2:12][CH:11]([CH2:14][NH:15][C:16](=[O:31])[C:17]3[CH:22]=[C:21]([C:23]([F:26])([F:25])[F:24])[CH:20]=[C:19]([C:27]([F:30])([F:29])[F:28])[CH:18]=3)[CH2:10][CH2:9]2)[CH2:6][CH2:5][CH2:4][CH2:3]1.CCN(C(C)C)C(C)C.[CH2:41]([S:43](Cl)(=[O:45])=[O:44])[CH3:42]>C(Cl)Cl.C(OCC)(=O)C>[CH2:41]([S:43]([NH:1][C:2]1([CH2:7][N:8]2[CH2:13][CH2:12][CH:11]([CH2:14][NH:15][C:16](=[O:31])[C:17]3[CH:22]=[C:21]([C:23]([F:24])([F:25])[F:26])[CH:20]=[C:19]([C:27]([F:28])([F:29])[F:30])[CH:18]=3)[CH2:10][CH2:9]2)[CH2:6][CH2:5][CH2:4][CH2:3]1)(=[O:45])=[O:44])[CH3:42]. Reported procedure: To a solution of N-((1-((1-aminocyclopentyl)methyl)piperidin-4-yl)methyl)-3,5-bis(trifluoromethyl) benzamide (100 mg, 0.28 mmol) and i-Pr2NEt (0.2 mL, 1.1 mmol) in CH2Cl2 (5 mL) was added ethanesulfonyl chloride (0.05 mL, 0.53 mmol). The reaction mixture was allowed to stir at room temperature for 18 hours and then diluted with ethyl acetate. The organic fraction was washed with sat. NaHCO3, and then brine and dried over Na2SO4. The solvent was removed and the crude was purified by High Throughp...